describe an organic reaction: reactants, conditions, products, and yield From a dataset of the Open Reaction Database (ORD), a public repository of structured organic reaction records. Reactants: FC1=CC=C(C=C1)C=1C2=C(SC1)C=C(C=C2)O (3-(4-Fluoro-phenyl)-benzo[b]thiophen-6-ol), BrCCCCBr (1,4-dibromobutane). The product is BrCCCCOC=1C=CC2=C(SC=C2C2=CC=C(C=C2)F)C1 (6-(4-Bromo-butoxy)-3-(4-fluoro-phenyl)-benzo[b]thiophene). RXN SMILES: [F:1][C:2]1[CH:7]=[CH:6][C:5]([C:8]2[C:9]3[CH:16]=[CH:15][C:14]([OH:17])=[CH:13][C:10]=3[S:11][CH:12]=2)=[CH:4][CH:3]=1.[Br:18][CH2:19][CH2:20][CH2:21][CH2:22]Br>>[Br:18][CH2:19][CH2:20][CH2:21][CH2:22][O:17][C:14]1[CH:15]=[CH:16][C:9]2[C:8]([C:5]3[CH:6]=[CH:7][C:2]([F:1])=[CH:3][CH:4]=3)=[CH:12][S:11][C:10]=2[CH:13]=1. Procedure details: In analogy to example 27.1, 3-(4-Fluoro-phenyl)-benzo[b]thiophen-6-ol and 1,4-dibromobutane were converted to yield 6-(4-Bromo-butoxy)-3-(4-fluoro-phenyl)-benzo[b]thiophene, MS: 378 (M, 1Br). As a reaction SMILES: [CH:1]1([NH:7][C:8]2[C:13]([CH:14]=[N:15][OH:16])=[CH:12][N:11]=[C:10]3[N:17]([CH2:20][CH3:21])[N:18]=[CH:19][C:9]=23)[CH2:6][CH2:5][CH2:4][CH2:3][CH2:2]1.C(Cl)(Cl)Cl.[Br:26][CH2:27][C:28](=[CH2:34])[C:29]([O:31][CH2:32][CH3:33])=[O:30].Cl[O-].[Na+]>ClCCl.O>[Br:26][CH2:27][C:28]1([C:29]([O:31][CH2:32][CH3:33])=[O:30])[O:16][N:15]=[C:14]([C:13]2[C:8]([NH:7][CH:1]3[CH2:2][CH2:3][CH2:4][CH2:5][CH2:6]3)=[C:9]3[CH:19]=[N:18][N:17]([CH2:20][CH3:21])[C:10]3=[N:11][CH:12]=2)[CH2:34]1 |f:3.4|. Reaction conditions: time 8 hour. Isolated yield 66.0%. The product is BrCC1(CC(=NO1)C=1C(=C2C(=NC1)N(N=C2)CC)NC2CCCCC2)C(=O)OCC (ethyl 5-(bromomethyl)-3-[4-(cyclohexylamino)-1-ethyl-1H-pyrazolo[3,4-b]pyridin-5-yl]-4,5-dihydroisoxazole-5-carboxylate). Reactants: C1(CCCCC1)NC1=C2C(=NC=C1C=NO)N(N=C2)CC (4-(cyclohexylamino)-1-ethyl-1H-pyrazolo[3,4-b]pyridine-5-carbaldehyde oxime), Cl[O-].[Na+] (Sodium hypochlorite), C(Cl)(Cl)Cl (chloroform), BrCC(C(=O)OCC)=C (Ethyl 2-(bromomethyl)acrylate). Solvent: ClCCl (dichloromethane), O (Water). Procedure: 4-(Cyclohexylamino)-1-ethyl-1H-pyrazolo[3,4-b]pyridine-5-carbaldehyde oxime (200 mg, 0.0006 mole) (example 8) was taken in dichloromethane: chloroform mixture (10 ml: 5 ml). Ethyl 2-(bromomethyl)acrylate (0.2 ml, 0.00103 mole) was added. Sodium hypochlorite (2.5 ml) was added drop wise. The reaction mixture was stirred overnight. Water was added, the mixture was extracted with chloroform, washed with brine, dried over anhydrous sodium sulphate and concentrated in vacuo. The crude compound obtain... Starting materials: FC1=C(C=C(C=C1)N1CCNCC1)C (1-(4-fluoro-3-methylphenyl)piperazine), ClCCC1CN(C(O1)=O)C (5-(2-chloroethyl)-3-methyl-2-oxazolidinone), C([O-])([O-])=O.[Na+].[Na+] (sodium carbonate), C(C(=O)O)(=O)O (oxalic acid). Reagents/catalysts: [I-].[K+] (potassium iodide). Run in C(CCC)O (1-butanol). The product is C(C(=O)O)(=O)O.FC1=C(C=C(C=C1)N1CCN(CC1)CCC1CN(C(O1)=O)C)C (5-[2-[4-(4-Fluoro-3-Methylphenyl)-1-Piperazinyl]Ethyl]-3-Methyl-2-Oxazolidinone Ethanedioate). Isolated yield 81.0%. RXN SMILES: [F:1][C:2]1[CH:7]=[CH:6][C:5]([N:8]2[CH2:13][CH2:12][NH:11][CH2:10][CH2:9]2)=[CH:4][C:3]=1[CH3:14].Cl[CH2:16][CH2:17][CH:18]1[O:22][C:21](=[O:23])[N:20]([CH3:24])[CH2:19]1.C(=O)([O-])[O-].[Na+].[Na+].[C:31]([OH:36])(=[O:35])[C:32]([OH:34])=[O:33]>C(O)CCC.[I-].[K+]>[C:31]([OH:36])(=[O:35])[C:32]([OH:34])=[O:33].[F:1][C:2]1[CH:7]=[CH:6][C:5]([N:8]2[CH2:13][CH2:12][N:11]([CH2:16][CH2:17][CH:18]3[O:22][C:21](=[O:23])[N:20]([CH3:24])[CH2:19]3)[CH2:10][CH2:9]2)=[CH:4][C:3]=1[CH3:14] |f:2.3.4,7.8,9.10|. Procedure: A mixture of 5.5 g (0.029 mol) of 1-(4-fluoro-3-methylphenyl)piperazine, 5.6 g (0.034 mol) of 5-(2-chloroethyl)-3-methyl-2-oxazolidinone, 12.1 g (0.114 mol) of anhydrous sodium carbonate, and 0.3 g (0.002 mol) of potassium iodide in 250 mL of 1-butanol was heated at reflux for 16 h. The mixture was concentrated under reduced pressure and the residue partitioned between 300 mL of benzene and 300 mL of water. The benzene layer was washed with water and brine, dried (MgSO4) and concentrated under r... Reactants: FC1=C(C=CC(=C1)F)[C@]1(OC1)[C@H](C)O ((1S)-[(2R)-(2,4-difluorophenyl)-2-oxiranyl]ethanol), FC(COC1=CC=C(C=C1)N1N=CNC1=O)(C(C(C(F)F)(F)F)(F)F)F (2-[4-(2,2,3,3,4,4,5,5-octafluoropentoxy)phenyl]-3(2H,4H)-1,2,4-triazolone). Yields the product FC1=C(C=CC(=C1)F)[C@]1([C@@H](C)N2C(N(N=C2)C2=CC=C(C=C2)OCC(C(C(C(F)F)(F)F)(F)F)(F)F)=O)CO1 (4-[(1R,2S)-2-(2,4-difluorophenyl)-2,3-epoxy-1-methylpropyl]-2-[4-(2,2,3,3,4,4,5,5-octafluoropentoxy)phenyl]-3(2H,4H)-1,2,4-triazolone). The yield is 61.7%. As a reaction SMILES: [F:1][C:2]1[CH:7]=[C:6]([F:8])[CH:5]=[CH:4][C:3]=1[C@:9]1([C@@H:12](O)[CH3:13])[CH2:11][O:10]1.[F:15][C:16]([F:40])([C:31]([F:39])([F:38])[C:32]([F:37])([F:36])[CH:33]([F:35])[F:34])[CH2:17][O:18][C:19]1[CH:24]=[CH:23][C:22]([N:25]2[C:29](=[O:30])[NH:28][CH:27]=[N:26]2)=[CH:21][CH:20]=1>>[F:1][C:2]1[CH:7]=[C:6]([F:8])[CH:5]=[CH:4][C:3]=1[C@:9]1([O:10][CH2:11]1)[C@H:12]([N:28]1[CH:27]=[N:26][N:25]([C:22]2[CH:21]=[CH:20][C:19]([O:18][CH2:17][C:16]([F:15])([F:40])[C:31]([F:38])([F:39])[C:32]([F:37])([F:36])[CH:33]([F:35])[F:34])=[CH:24][CH:23]=2)[C:29]1=[O:30])[CH3:13]. Procedure: In the same manner as in Reference Example 5, starting from 345 mg of (1S)-[(2R)-(2,4-difluorophenyl)-2-oxiranyl]ethanol and 410 mg of 2-[4-(2,2,3,3,4,4,5,5-octafluoropentoxy)phenyl]-3(2H,4H)-1,2,4-triazolone, 371 mg of 4-[(1R,2S)-2-(2,4-difluorophenyl)-2,3-epoxy-1-methylpropyl]-2-[4-(2,2,3,3,4,4,5,5-octafluoropentoxy)phenyl]-3(2H,4H)-1,2,4-triazolone was obtained as colorless prisms.